describe an organic reaction: reactants, conditions, products, and yield From a dataset of the Open Reaction Database (ORD), a public repository of structured organic reaction records. The reactants are ClCC(CN1C(C2=CC=CC=C2C1=O)=O)O (2-(3-chloro-2-hydroxypropyl)isoindoline-1,3-dione), CNC1CCCCC1 (N-methylcyclohexanamine), C(C)O (ethanol). Product: NCC(CN(C)C1CCCCC1)O (1-amino-3-(cyclohexyl(methyl)amino)propan-2-ol). The yield is 31.0%. As a reaction SMILES: ClC[CH:3]([OH:16])[CH2:4][N:5]1C(=O)C2C(=CC=CC=2)C1=O.[CH3:17][NH:18][CH:19]1[CH2:24][CH2:23][CH2:22][CH2:21][CH2:20]1.[CH2:25](O)C>>[NH2:5][CH2:4][CH:3]([OH:16])[CH2:17][N:18]([CH:19]1[CH2:24][CH2:23][CH2:22][CH2:21][CH2:20]1)[CH3:25]. Procedure: A mixture of 2-(3-chloro-2-hydroxypropyl)isoindoline-1,3-dione 7.2 g (0.03 mol) (Weizmann, M. et al. Bull. soc. chim. 1930, 47:356-61) and N-methylcyclohexanamine 6.8 g (0.06 mol) in 25 ml ethanol was refluxed for 6 hours, then evaporated in vacuo. The oil residue was added into 60 ml 20% aq. HCl and refluxed for another 3 hours. After cooled to room temperature, the precipitate was filtered off. The filtrate was concentrated to about 15 ml in vacuo, then basified to pH 13 to 14 with solid NaOH ... The reactants are Cl, Cl, Cl, NC1CCC(CCN2CCN(c3nccc4c3OCC4)CC2)CC1, O=C(O)c1ccc2ncccc2c1. The product is O=C(NC1CCC(CCN2CCN(c3nccc4c3OCC4)CC2)CC1)c1ccc2ncccc2c1. As a reaction SMILES: [ClH:1].[ClH:2].[ClH:3].[O:4]1[CH2:5][CH2:6][c:7]2[c:8]1[c:9]([N:13]1[CH2:14][CH2:15][N:16]([CH2:19][CH2:20][CH:21]3[CH2:22][CH2:23][CH:24]([NH2:27])[CH2:25][CH2:26]3)[CH2:17][CH2:18]1)[n:10][cH:11][cH:12]2.[n:28]1[cH:29][cH:30][cH:31][c:32]2[cH:33][c:34]([C:38](=[O:39])[OH:40])[cH:35][cH:36][c:37]12>>[O:4]1[CH2:5][CH2:6][c:7]2[c:8]1[c:9]([N:13]1[CH2:14][CH2:15][N:16]([CH2:19][CH2:20][CH:21]3[CH2:22][CH2:23][CH:24]([NH:27][C:38]([c:34]4[cH:33][c:32]5[cH:31][cH:30][cH:29][n:28][c:37]5[cH:36][cH:35]4)=[O:39])[CH2:25][CH2:26]3)[CH2:17][CH2:18]1)[n:10][cH:11][cH:12]2. Starting materials: Cl.CC1=C(NC=C1)C(=O)OCC (ethyl 3-methyl-1H-pyrrole-2-carboxylate hydrochloride), C(C)(C)N(CC)C(C)C (diisopropylethylamine), C(C)OC=C(C(=O)OCC)C(=O)OCC (diethyl ethoxymethylenemalonate). Reaction conditions: temperature 100 celsius. Product: C(C)OC(=O)C=1NC=CC1NC=C(C(=O)OCC)C(=O)OCC (Diethyl 2-((2-(ethoxycarbonyl)-1H-pyrrol-3-ylamino)methylene)malonate). As a reaction SMILES: Cl.C[C:3]1[CH:7]=[CH:6][NH:5][C:4]=1[C:8]([O:10][CH2:11][CH3:12])=[O:9].C([N:16](C(C)C)CC)(C)C.C(O[CH:25]=[C:26]([C:32]([O:34][CH2:35][CH3:36])=[O:33])[C:27]([O:29][CH2:30][CH3:31])=[O:28])C>>[CH2:11]([O:10][C:8]([C:4]1[NH:5][CH:6]=[CH:7][C:3]=1[NH:16][CH:25]=[C:26]([C:32]([O:34][CH2:35][CH3:36])=[O:33])[C:27]([O:29][CH2:30][CH3:31])=[O:28])=[O:9])[CH3:12] |f:0.1|. Procedure details: Equimolar ratios of ethyl 3-methyl-1H-pyrrole-2-carboxylate hydrochloride, diisopropylethylamine and diethyl ethoxymethylenemalonate were mixed in a sealed tube and heated at 100° C. for 15 hours. After cooling to room temperature, column chromatography afforded the title compound as a white solid. RXN SMILES: [OH:1][CH2:2][CH2:3][NH:4][NH2:5].[CH3:6][N:7]1[C:11]([CH:12]=O)=[CH:10][N:9]=[C:8]1[N+:14]([O-:16])=[O:15]>CO>[OH:1][CH2:2][CH2:3][NH:4][N:5]=[CH:12][C:11]1[N:7]([CH3:6])[C:8]([N+:14]([O-:16])=[O:15])=[N:9][CH:10]=1. Reported procedure: A solution of 0.300 g. of 2-hydroxyethylhydrazine and 0.4 g. of 1-methyl-2-nitro-5-imidazolecarboxaldehyde in 20 ml. of methanol is allowed to stand for two days. The solid which precipitates is recovered on the filter and washed with water. Yield: 0.245 g., m.p. 138°-140° C. The product is OCCNN=CC1=CN=C(N1C)[N+](=O)[O-] (1-Methyl-2-nitro-5-imidazolecarboxaldehyde-2-hydroxyethylhydrazone). Solvent: CO (methanol). Reactants: OCCNN (2-hydroxyethylhydrazine), CN1C(=NC=C1C=O)[N+](=O)[O-] (1-methyl-2-nitro-5-imidazolecarboxaldehyde). Reaction conditions: time 2 day. Reactants: [BH4-], COCCOc1ccc(C(=O)c2ccccc2)cc1, COCCOc1ccc(C(O)c2ccccc2)cc1, ClC(Cl)Cl, [Na+], O=S(Cl)Cl. The product is COCCOc1ccc(C(Cl)c2ccccc2)cc1. Reaction SMILES: [BH4-:39].[CH3:1][O:2][CH2:3][CH2:4][O:5][c:6]1[cH:7][cH:8][c:9]([C:10](=[O:11])[c:12]2[cH:13][cH:14][cH:15][cH:16][cH:17]2)[cH:18][cH:19]1.[CH3:20][O:21][CH2:22][CH2:23][O:24][c:25]1[cH:26][cH:27][c:28]([CH:29]([OH:30])[c:31]2[cH:32][cH:33][cH:34][cH:35][cH:36]2)[cH:37][cH:38]1.[CH:45]([Cl:46])([Cl:47])[Cl:48].[Na+:40].[S:41]([Cl:42])([Cl:43])=[O:44]>>[CH3:1][O:2][CH2:3][CH2:4][O:5][c:6]1[cH:7][cH:8][c:9]([CH:10]([c:12]2[cH:13][cH:14][cH:15][cH:16][cH:17]2)[Cl:43])[cH:18][cH:19]1. Reactants: CC1CN(c2ccc(C#N)cc2)CCN1C(=O)OC(C)(C)C, CCOCC, Cl, C1COCCO1. Product: CC1CN(c2ccc(C#N)cc2)CCN1, Cl. As a reaction SMILES: [C:1](#[N:2])[c:3]1[cH:4][cH:5][c:6]([N:9]2[CH2:10][CH:11]([CH3:22])[N:12]([C:15]([O:16][C:17]([CH3:18])([CH3:19])[CH3:20])=[O:21])[CH2:13][CH2:14]2)[cH:7][cH:8]1.[CH2:30]([O:31][CH2:32][CH3:33])[CH3:34].[ClH:23].[O:24]1[CH2:25][CH2:26][O:27][CH2:28][CH2:29]1>>[C:1](#[N:2])[c:3]1[cH:4][cH:5][c:6]([N:9]2[CH2:10][CH:11]([CH3:22])[NH:12][CH2:13][CH2:14]2)[cH:7][cH:8]1.[ClH:23]. Starting materials: C[NH2+]C, [Cl-], C1=Cc2ncccc2CC1. Yields the product CN(C)C1CCc2cccnc2C1. Reaction SMILES: [CH3:2][NH2+:3][CH3:4].[Cl-:1].[n:5]1[cH:6][cH:7][cH:8][c:9]2[c:14]1[CH:13]=[CH:12][CH2:11][CH2:10]2>>[CH3:2][N:3]([CH3:4])[CH:12]1[CH2:11][CH2:10][c:9]2[cH:8][cH:7][cH:6][n:5][c:14]2[CH2:13]1. The reactants are B, CCNC1CCc2cc(SC(C)(C)C(=O)OC(C)(C)C)c(Cl)cc2C1, Cc1ccc(OC(=O)Cl)cc1, ClCCl. Yields the product CCN(C(=O)Oc1ccc(C)cc1)C1CCc2cc(SC(C)(C)C(=O)OC(C)(C)C)c(Cl)cc2C1. As a reaction SMILES: [BH3:26].[C:1]([CH3:2])([CH3:3])([CH3:4])[O:5][C:6]([C:7]([CH3:8])([CH3:9])[S:10][c:11]1[cH:12][c:13]2[c:18]([cH:19][c:20]1[Cl:21])[CH2:17][CH:16]([NH:22][CH2:23][CH3:24])[CH2:15][CH2:14]2)=[O:25].[Cl:27][C:28](=[O:29])[O:30][c:31]1[cH:32][cH:33][c:34]([CH3:37])[cH:35][cH:36]1.[Cl:38][CH2:39][Cl:40]>>[C:1]([CH3:2])([CH3:3])([CH3:4])[O:5][C:6]([C:7]([CH3:8])([CH3:9])[S:10][c:11]1[cH:12][c:13]2[c:18]([cH:19][c:20]1[Cl:21])[CH2:17][CH:16]([N:22]([CH2:23][CH3:24])[C:28](=[O:29])[O:30][c:31]1[cH:32][cH:33][c:34]([CH3:37])[cH:35][cH:36]1)[CH2:15][CH2:14]2)=[O:25].